Dataset: the Open Reaction Database (ORD), a public repository of structured organic reaction records. Task: describe an organic reaction: reactants, conditions, products, and yield Starting materials: COC(N[C@@H](C(C)(C)C)C(=O)NN(C[C@@](CC1=CC=CC=C1)(C(N[C@@H]1[C@@H](CC2=CC=CC=C12)O)=O)O)CC1=CC(=CC=C1)Br)=O ({(1S)-1-[N′-(3-Bromo-benzyl)-N′-[(2S)-2-hydroxy-2-((1S,2R)-2-hydroxy-indan-1-ylcarbamoyl)-3-phenyl-propyl]-hydrazinocarbonyl]-2,2-dimethyl-propyl}-carbamic acid methyl ester), CN(C)C=O (DMF), C1(=CC=CC=C1)C#C (phenylacetylene), N(CC)CC (Et2NH). The reagents and catalysts are [Cu]I (CuI), Cl[Pd]([P](C1=CC=CC=C1)(C2=CC=CC=C2)C3=CC=CC=C3)([P](C4=CC=CC=C4)(C5=CC=CC=C5)C6=CC=CC=C6)Cl (Pd(PPh3)2Cl2). Solvent: C(=O)O (formic acid), CC#N (CH3CN). The product is COC(N[C@@H](C(C)(C)C)C(=O)NN(CC1=CC(=CC=C1)C#CC1=CC=CC=C1)C[C@@](CC1=CC=CC=C1)(C(N[C@@H]1[C@@H](CC2=CC=CC=C12)O)=O)O)=O ({(1S)-1-[N′-[(2S)-2-Hydroxy-2-((1S,2R)-2-hydroxy-indan-1-ylcarbamoyl)-3-phenyl-propyl]-N′-(3-phenylethynyl-benzyl)-hydrazinocarbonyl]-2,2-dimethyl-propyl}-carbamic acid methyl ester). The yield is 27.2%. As a reaction SMILES: [CH3:1][O:2][C:3](=[O:45])[NH:4][C@H:5]([C:10]([NH:12][N:13]([CH2:37][C:38]1[CH:43]=[CH:42][CH:41]=[C:40](Br)[CH:39]=1)[CH2:14][C@:15]([OH:36])([C:23](=[O:35])[NH:24][C@H:25]1[C:33]2[C:28](=[CH:29][CH:30]=[CH:31][CH:32]=2)[CH2:27][C@H:26]1[OH:34])[CH2:16][C:17]1[CH:22]=[CH:21][CH:20]=[CH:19][CH:18]=1)=[O:11])[C:6]([CH3:9])([CH3:8])[CH3:7].[C:46]1([C:52]#[CH:53])[CH:51]=[CH:50][CH:49]=[CH:48][CH:47]=1.N(CC)CC.CN(C=O)C>C(O)=O.Cl[Pd](Cl)([P](C1C=CC=CC=1)(C1C=CC=CC=1)C1C=CC=CC=1)[P](C1C=CC=CC=1)(C1C=CC=CC=1)C1C=CC=CC=1.[Cu]I.CC#N>[CH3:1][O:2][C:3](=[O:45])[NH:4][C@H:5]([C:10]([NH:12][N:13]([CH2:14][C@:15]([OH:36])([C:23](=[O:35])[NH:24][C@H:25]1[C:33]2[C:28](=[CH:29][CH:30]=[CH:31][CH:32]=2)[CH2:27][C@H:26]1[OH:34])[CH2:16][C:17]1[CH:22]=[CH:21][CH:20]=[CH:19][CH:18]=1)[CH2:37][C:38]1[CH:43]=[CH:42][CH:41]=[C:40]([C:53]#[C:52][C:46]2[CH:51]=[CH:50][CH:49]=[CH:48][CH:47]=2)[CH:39]=1)=[O:11])[C:6]([CH3:9])([CH3:8])[CH3:7] |^1:69,88|. Procedure details: Method C was followed using compound 26 (79.2 mg, 0.116 mmol), phenylacetylene (0.0150 mL, 0.139 mmol), Et2NH (0.110 mL, 1.01 mmol), Pd(PPh3)2Cl2 (6.10 g, 0.00869 mmol), CuI (1.90 mg, 0.00998 mmol) and DMF (2 mL). RP-LC-MS (35 min gradient of 20-90% CH3CN in 0.05% aqueous formic acid) afforded the title compound (22.2 mg, 27%) as a white solid. Solvent: CO (methanol), CN(C)C=O (DMF). Yields the product N[C@H](CN(C(=O)[C@H]1[C@@H](C1)C1=NC=CC=C1)C1=CC=C(C=C1)OCC1CCC1)[C@H](CC)C ((1R,2R)-2-pyridin-2-yl-cyclopropanecarboxylic acid ((2S,3S)-2-amino-3-methyl-pentyl)-(4-cyclobutylmethoxy-phenyl)-amide). RXN SMILES: [OH:1][C:2]1[CH:7]=[CH:6][C:5]([N:8]([CH2:20][C@@H:21]([NH:26]C(=O)OC(C)(C)C)[C@@H:22]([CH3:25])[CH2:23][CH3:24])[C:9]([C@@H:11]2[CH2:13][C@H:12]2[C:14]2[CH:19]=[CH:18][CH:17]=[CH:16][N:15]=2)=[O:10])=[CH:4][CH:3]=1.C(=O)([O-])[O-].[K+].[K+].[CH:40]1([CH2:44]Br)[CH2:43][CH2:42][CH2:41]1.C(Cl)(=O)C>CO.CN(C=O)C>[NH2:26][C@@H:21]([C@@H:22]([CH3:25])[CH2:23][CH3:24])[CH2:20][N:8]([C:5]1[CH:4]=[CH:3][C:2]([O:1][CH2:44][CH:40]2[CH2:43][CH2:42][CH2:41]2)=[CH:7][CH:6]=1)[C:9]([C@@H:11]1[CH2:13][C@H:12]1[C:14]1[CH:19]=[CH:18][CH:17]=[CH:16][N:15]=1)=[O:10] |f:1.2.3|. Run at temperature 70 celsius, time 8 hour. Yield: 88.6%. Procedure: A mixture of tert-butyl (2S,3S)-1-((1R,2R)—N-(4-hydroxyphenyl)-2-(pyridin-2-yl)cyclopropanecarboxamido)-3-methylpentan-2-ylcarbamate (69 mg, 0.15 mmol), potassium carbonate (63 mg, 0.46 mmol) and DMF (3 mL) was treated with cyclobutylmethyl bromide (21 μL, 0.18 mmol). The resulting reaction mixture was maintained at 70° C. with vigorous stirring overnight. The mixture was allowed to cool to room temperature, then partitioned between H2O (30 mL) and diethyl ether (20 mL). The layers were separate... Reactants: C(C)(=O)Cl (acetyl chloride), OC1=CC=C(C=C1)N(C(=O)[C@H]1[C@@H](C1)C1=NC=CC=C1)C[C@H]([C@H](CC)C)NC(OC(C)(C)C)=O (tert-butyl (2S,3S)-1-((1R,2R)—N-(4-hydroxyphenyl)-2-(pyridin-2-yl)cyclopropanecarboxamido)-3-methylpentan-2-ylcarbamate), C([O-])([O-])=O.[K+].[K+] (potassium carbonate), C1(CCC1)CBr (cyclobutylmethyl bromide). The reactants are BrCCCCBr, CC(C)(C)OC(=O)NC1CCCC1N. Product: CC(C)(C)OC(=O)NC1CCCC1N1CCCC1. As a reaction SMILES: [Br:15][CH2:16][CH2:17][CH2:18][CH2:19][Br:20].[CH3:1][C:2]([CH3:3])([CH3:4])[O:5][C:6]([NH:7][CH:8]1[CH:9]([NH2:13])[CH2:10][CH2:11][CH2:12]1)=[O:14]>>[CH3:1][C:2]([CH3:3])([CH3:4])[O:5][C:6]([NH:7][CH:8]1[CH:9]([N:13]2[CH2:16][CH2:17][CH2:18][CH2:19]2)[CH2:10][CH2:11][CH2:12]1)=[O:14]. The reactants are C1=CC=CC=2C3=CC=CC=C3C(C12)COC(NC(C)(C)N1N=CC=2CCC3=C(C12)C=CC(=C3)OC)=O ([1-(7-Methoxy-4,5-dihydro-benzo[g]indazol-1-yl)-1-methylethyl]-carbamic Acid 9H-fluoren-9-ylmethyl Ester), C(#N)C1=C(C(=O)C(=C(C1=O)Cl)Cl)C#N (DDQ), C(=O)(O)[O-].[Na+] (NaHCO3). Run in O1CCOCC1 (1,4-dioxane). Conditions: temperature 23 celsius, time 72 hour. Product: C1=CC=CC=2C3=CC=CC=C3C(C12)COC(NC(C)(C)N1N=CC2=CC=C3C(=C12)C=CC(=C3)OC)=O ([1-(7-Methoxy-benzo[g]indazol-1-yl)-1-methylethyl]-carbamic Acid 9H-fluoren-9-ylmethyl Ester). Isolated yield 91.0%. Reaction SMILES: [CH:1]1[C:13]2[CH:12]([CH2:14][O:15][C:16](=[O:36])[NH:17][C:18]([N:21]3[C:29]4[C:28]5[CH:30]=[CH:31][C:32]([O:34][CH3:35])=[CH:33][C:27]=5[CH2:26][CH2:25][C:24]=4[CH:23]=[N:22]3)([CH3:20])[CH3:19])[C:11]3[C:6](=[CH:7][CH:8]=[CH:9][CH:10]=3)[C:5]=2[CH:4]=[CH:3][CH:2]=1.C(C1C(=O)C(Cl)=C(Cl)C(=O)C=1C#N)#N.C([O-])(O)=O.[Na+]>O1CCOCC1>[CH:10]1[C:11]2[CH:12]([CH2:14][O:15][C:16](=[O:36])[NH:17][C:18]([N:21]3[C:29]4[C:24](=[CH:25][CH:26]=[C:27]5[CH:33]=[C:32]([O:34][CH3:35])[CH:31]=[CH:30][C:28]5=4)[CH:23]=[N:22]3)([CH3:20])[CH3:19])[C:13]3[C:5](=[CH:4][CH:3]=[CH:2][CH:1]=3)[C:6]=2[CH:7]=[CH:8][CH:9]=1 |f:2.3|. Procedure details: To a solution of the product from Step B (0.11 g, 0.23 mmol) in 1,4-dioxane (10 mL) was added DDQ (0.19 g, 0.8 mmol) and the solution stirred at 23° C. for 72 h. The solution was poured into aqueous NaHCO3 and the mixture was extracted with ethyl acetate (2×20 mL). The combined organic extracts were dried (MgSO4) and concentrated to a residue, which was purified by chromatography (silica, 25% ethyl acetate in hexanes) to give an oil (0.1 g, 91%): 1H NMR (CDCl3) δ 8.5 (bs, 1H), 8.01 (s, 1H), 7.75... The reactants are C1=CC=C(C=C1)NC2=CC(=CC=C2)Cl (3-chlorodiphenylamine), ClC1=CC=2NC3=CC=CC=C3SC2C=C1 (2-chlorophenothiazine), C1=CC=C(C=C1)NC2=CC(=CC=C2)Cl (3-chlorodiphenylamine). Yields the product ClC1=CC=CC=2NC3=CC=CC=C3SC12 (4-chlorophenothiazine). Reaction SMILES: [CH:1]1[CH:6]=[CH:5][C:4]([NH:7][C:8]2[CH:13]=[CH:12][CH:11]=[C:10]([Cl:14])[CH:9]=2)=[CH:3][CH:2]=1.ClC1C=CC2[S:26]C3C(=CC=CC=3)NC=2C=1>>[Cl:14][C:10]1[C:9]2[S:26][C:3]3[C:4](=[CH:5][CH:6]=[CH:1][CH:2]=3)[NH:7][C:8]=2[CH:13]=[CH:12][CH:11]=1. Procedure details: The conversion rate of the 3-chlorodiphenylamine is 80%, and the yield of 2-chlorophenothiazine is 63% with respect to the 3-chlorodiphenylamine converted. Yields the product FC1=CC(=C2C(C(=CN(C2=C1C)[C@H]1[C@H](C1)F)C(=O)OCC)=O)[N+](=O)[O-] (Ethyl 7-fluoro-1-[2-(S)-fluoro-1-(R)-cyclopropyl]-1,4-dihydro-8-methyl-5-nitro-4-oxoquinoline-3-carboxylate). Starting materials: NC=1C(=C2C(C(=CN(C2=C(C1F)C)[C@H]1[C@H](C1)F)C(=O)OCC)=O)[N+](=O)[O-] (ethyl 6-amino-7-fluoro-1-[2-(S)-fluoro-1-(R)-cyclopropyl]-1,4-dihydro-8-methyl-5-nitro-4-oxoquinoline-3-carboxylate), C(Cl)(Cl)Cl (chloroform), N(=O)OCCC(C)C (Isoamyl nitrite), O (water). Run at temperature 65 celsius. Yield: 60.7%. Procedure details: Isoamyl nitrite (2.56 ml, 19.1 mmol) was added to dimethylformamide (40 ml), and while stirring at 65° C., a solution, wherein ethyl 6-amino-7-fluoro-1-[2-(S)-fluoro-1-(R)-cyclopropyl]-1,4-dihydro-8-methyl-5-nitro-4-oxoquinoline-3-carboxylate (5.00 g, 13.6 mmol) was dissolved in dimethylformamide (60 ml), was added dropwise over a period of 3 hours. After completion of dripping, the reaction solution was stirred at 65° C. for 4 hours, allowed to cool, and then poured into water (500 ml). After e... The solvent is CN(C=O)C (dimethylformamide), CN(C=O)C (dimethylformamide). Reaction SMILES: N(OCCC(C)C)=O.N[C:10]1[C:11]([N+:32]([O-:34])=[O:33])=[C:12]2[C:17](=[C:18]([CH3:21])[C:19]=1[F:20])[N:16]([C@@H:22]1[CH2:24][C@@H:23]1[F:25])[CH:15]=[C:14]([C:26]([O:28][CH2:29][CH3:30])=[O:27])[C:13]2=[O:31].O.C(Cl)(Cl)Cl>CN(C)C=O>[F:20][C:19]1[C:18]([CH3:21])=[C:17]2[C:12]([C:13](=[O:31])[C:14]([C:26]([O:28][CH2:29][CH3:30])=[O:27])=[CH:15][N:16]2[C@@H:22]2[CH2:24][C@@H:23]2[F:25])=[C:11]([N+:32]([O-:34])=[O:33])[CH:10]=1. The reactants are [N+](=O)([O-])C1=C(OC=2C=C(C=CC2)OC)C=CC=C1 (3-(2-nitrophenoxy)anisole), Cl.N1=CC=CC=C1 (pyridine hydrochloride). The solvent is O (water). Run at time 1 hour. Product: [N+](=O)([O-])C1=C(OC=2C=C(C=CC2)O)C=CC=C1 (3-(2-Nitrophenoxy)phenol). Yield: 87.7%. Reaction SMILES: [N+:1]([C:4]1[CH:18]=[CH:17][CH:16]=[CH:15][C:5]=1[O:6][C:7]1[CH:8]=[C:9]([O:13]C)[CH:10]=[CH:11][CH:12]=1)([O-:3])=[O:2].Cl.N1C=CC=CC=1>O>[N+:1]([C:4]1[CH:18]=[CH:17][CH:16]=[CH:15][C:5]=1[O:6][C:7]1[CH:8]=[C:9]([OH:13])[CH:10]=[CH:11][CH:12]=1)([O-:3])=[O:2] |f:1.2|. Reported procedure: A mixture of 28.8 g of 3-(2-nitrophenoxy)anisole and 68 g of pyridine hydrochloride was heated to 160°-170° C. to prepare a homogeneous solution, which was further heated at 195°-205° C. with stirring for one hour. After cooling, the reaction mixture was diluted with water and extracted with ethyl acetate. The ethyl acetate layer was washed with water, dried and concentrated and the residue was subjected to silica gel and eluted with chloroform to give 23.8 g of the title compound as a light bro... Starting materials: N[C@@H]1CC[C@H](CC1)NC(=O)C1=CNC2=C1N=CN=C2C2=C(C=C(C=C2)OC)OCCOC (trans-4-[4-methoxy-2-(2-methoxy-ethoxy)-phenyl]-5H-pyrrolo[3,2-d]pyrimidine-7-carboxylic acid (4-amino-cyclohexyl)-amide), ClC(=O)[C@H](C)OC(C)=O (acetic acid (S)-1-chlorocarbonyl-ethyl ester). Yields the product O[C@H](C(=O)N[C@@H]1CC[C@H](CC1)NC(=O)C1=CNC2=C1N=CN=C2C2=C(C=C(C=C2)OC)OCCOC)C (trans-4-[4-Methoxy-2-(2-methoxy-ethoxy)-phenyl]-5H-pyrrolo[3,2-d]pyrimidine-7-carboxylic acid [4-((S)-2-hydroxy-propionylamino)-cyclohexyl]-amide). Reaction SMILES: [NH2:1][C@H:2]1[CH2:7][CH2:6][C@H:5]([NH:8][C:9]([C:11]2[C:15]3[N:16]=[CH:17][N:18]=[C:19]([C:20]4[CH:25]=[CH:24][C:23]([O:26][CH3:27])=[CH:22][C:21]=4[O:28][CH2:29][CH2:30][O:31][CH3:32])[C:14]=3[NH:13][CH:12]=2)=[O:10])[CH2:4][CH2:3]1.Cl[C:34]([C@@H:36]([O:38]C(=O)C)[CH3:37])=[O:35]>>[OH:38][C@@H:36]([CH3:37])[C:34]([NH:1][C@H:2]1[CH2:7][CH2:6][C@H:5]([NH:8][C:9]([C:11]2[C:15]3[N:16]=[CH:17][N:18]=[C:19]([C:20]4[CH:25]=[CH:24][C:23]([O:26][CH3:27])=[CH:22][C:21]=4[O:28][CH2:29][CH2:30][O:31][CH3:32])[C:14]=3[NH:13][CH:12]=2)=[O:10])[CH2:4][CH2:3]1)=[O:35]. Procedure details: Starting from trans-4-[4-methoxy-2-(2-methoxy-ethoxy)-phenyl]-5H-pyrrolo[3,2-d]pyrimidine-7-carboxylic acid (4-amino-cyclohexyl)-amide (example A182) and acetic acid (S)-1-chlorocarbonyl-ethyl ester the title compound was obtained as colorless solid.